From a dataset of the Open Reaction Database (ORD), a public repository of structured organic reaction records. describe an organic reaction: reactants, conditions, products, and yield Starting materials: CC1=C(SC(=C1)N1C(N(CC1)CCOC1=CC=CC=C1)=O)C(=O)O (3-methyl-5-(2-oxo-3-(2-phenoxyethyl)imidazolidin-1-yl)thiophene-2-carboxylic acid), FC1=CC=C(CN2C(N(CC2)C2=CC(=C(S2)C(=O)O)C)=O)C=C1 (5-(3-(4-fluorobenzyl)-2-oxoimidazolidin-1-yl)-3-methylthiophene-2-carboxylic acid), CN1C(=CC=C1C)CN ((1,5-dimethyl-1H-pyrrol-2-yl)methanamine). Product: CN1C(=CC=C1C)CNC(=O)C=1SC(=CC1C)N1C(N(CC1)CC1=CC=C(C=C1)F)=O (N-((1,5-dimethyl-1H-pyrrol-2-yl)methyl)-5-(3-(4-fluorobenzyl)-2-oxoimidazolidin-1-yl)-3-methylthiophene-2-carboxamide). The yield is 57.0%. As a reaction SMILES: CC1C=C(N2CCN(CCOC3C=CC=CC=3)C2=O)SC=1C(O)=O.[F:25][C:26]1[CH:47]=[CH:46][C:29]([CH2:30][N:31]2[CH2:35][CH2:34][N:33]([C:36]3[S:40][C:39]([C:41](O)=[O:42])=[C:38]([CH3:44])[CH:37]=3)[C:32]2=[O:45])=[CH:28][CH:27]=1.[CH3:48][N:49]1[C:53]([CH3:54])=[CH:52][CH:51]=[C:50]1[CH2:55][NH2:56]>>[CH3:48][N:49]1[C:53]([CH3:54])=[CH:52][CH:51]=[C:50]1[CH2:55][NH:56][C:41]([C:39]1[S:40][C:36]([N:33]2[CH2:34][CH2:35][N:31]([CH2:30][C:29]3[CH:28]=[CH:27][C:26]([F:25])=[CH:47][CH:46]=3)[C:32]2=[O:45])=[CH:37][C:38]=1[CH3:44])=[O:42]. Reported procedure: Following the procedures as described in Example 55, making variations as required to replace 3-methyl-5-(2-oxo-3-(2-phenoxyethyl)imidazolidin-1-yl)thiophene-2-carboxylic acid with 5-(3-(4-fluorobenzyl)-2-oxoimidazolidin-1-yl)-3-methylthiophene-2-carboxylic acid to react with (1,5-dimethyl-1H-pyrrol-2-yl)methanamine, the title compound was obtained as a beige solid in 57% yield: 1H NMR (300 MHz, CDCl3) δ 7.30-7.23 (m, 2H), 7.07-6.98 (m, 2H), 6.08 (s, 1H), 6.00 (d, J=3.2 Hz, 1H), 5.81 (d, J=3.2 H... The reactants are Cl.CN(C)CCCl (N,N-dimethylamino-2-chloroethane-HCl), [Na] (sodium), ClC1=CC2=C(C=C1)NC1=NC3=CC=CC=C3N=C12 (9-chloro-6H-indolo(2,3-b)quinoxaline). The solvent is COCCO (2-methoxyethanol). Run at temperature 100 celsius. The product is Cl.ClC1=CC2=C(C=C1)N(C1=NC3=CC=CC=C3N=C12)CCN(C)C (9-chloro-6-(N,N-dimethylaminoethyl)-6H-indolo(2,3-b)-quinoxaline-HCl). Reaction SMILES: [Na].Cl.[CH3:3][N:4]([CH2:6][CH2:7][Cl:8])[CH3:5].[Cl:9][C:10]1[CH:15]=[CH:14][C:13]2[NH:16][C:17]3[C:26]([C:12]=2[CH:11]=1)=[N:25][C:24]1[C:19](=[CH:20][CH:21]=[CH:22][CH:23]=1)[N:18]=3>COCCO>[ClH:8].[Cl:9][C:10]1[CH:15]=[CH:14][C:13]2[N:16]([CH2:7][CH2:6][N:4]([CH3:3])[CH3:5])[C:17]3[C:26]([C:12]=2[CH:11]=1)=[N:25][C:24]1[C:19](=[CH:20][CH:21]=[CH:22][CH:23]=1)[N:18]=3 |f:1.2,5.6,^1:0|. Reported procedure: 5.06 g sodium (0.22 mole) is dissolved in 300 ml 2-methoxyethanol, 15.9 g N,N-dimethylamino-2-chloroethane-HCl (0.11 mole) is added followed by 25.4 g 9-chloro-6H-indolo(2,3-b)quinoxaline (0.10 mole). The mixture is heated for 3 hours at 100° C., cooled and filtered. The filtrate is concentrated and poured into water. The raw base obtained is filtered off and washed with water and subjected to chromatography on silica gel with methanol as eluent. The purified base is dissolved after drying in ac... Starting materials: C1(=CC=C(C=C1)S(=O)(=O)O)C.N[C@H]1[C@@H]2N(C(=C(CS2)COC(N)=O)C(=O)OC(C2=CC=CC=C2)C2=CC=CC=C2)C1=O (Diphenylmethyl (6R,7R)-7-amino-3-carbamoyloxymethylceph-3-em-4-carboxylate toluene-p-sulphonic acid salt), N (ammonia), C(Cl)(Cl)Cl (chloroform), FC(C(=O)O)(F)F (trifluoroacetic acid), C1(=CC=CC=C1)OC (anisole). Solvent: O (water), C(C)(=O)OCC (ethyl acetate). Conditions: time 1 hour. The product is N[C@H]1[C@@H]2N(C(=C(CS2)COC(N)=O)C(=O)O)C1=O ((6R,7R)-7-Amino-3-carbamoyloxymethylceph-3-em-4-carboxylic Acid). Yield: 96.1%. Reaction SMILES: C1(C)C=CC(S(O)(=O)=O)=CC=1.[NH2:12][C@@H:13]1[C:41](=[O:42])[N:15]2[C:16]([C:25]([O:27]C(C3C=CC=CC=3)C3C=CC=CC=3)=[O:26])=[C:17]([CH2:20][O:21][C:22](=[O:24])[NH2:23])[CH2:18][S:19][C@H:14]12.C(Cl)(Cl)Cl.FC(F)(F)C(O)=O.C1(OC)C=CC=CC=1.N>O.C(OCC)(=O)C>[NH2:12][C@@H:13]1[C:41](=[O:42])[N:15]2[C:16]([C:25]([OH:27])=[O:26])=[C:17]([CH2:20][O:21][C:22](=[O:24])[NH2:23])[CH2:18][S:19][C@H:14]12 |f:0.1|. Procedure: Diphenylmethyl (6R,7R)-7-amino-3-carbamoyloxymethylceph-3-em-4-carboxylate toluene-p-sulphonic acid salt (300.0 g, 0.44 mole), solvated with ca. 0.6 mole of chloroform, was added in portions over 30 minutes to a stirred mixture of trifluoroacetic acid (300 ml) and anisole (300 ml) immersed in a water-bath at 20°. The temperature of the mixture rose from 23° to 28° over the first 20 minutes but fell back to 26° by the end of the addition. The golden yellow solution was stirred for 1 hour, the tem... Starting materials: BrCCCOC1=C(C=C(C=C1Cl)OCC=C(Cl)Cl)Cl (1-(3-bromopropyloxy)-2,6-dichloro-4-(3,3-dichloro-2-propenyloxy)benzene), NC1=NC=C(C=C1)C(F)(F)F (2-amino-5-(trifluoromethyl)pyridine). Run at temperature 90 celsius, time 3 hour. The product is ClC=1C=C(C=C(C1OCCCNC1=NC=C(C=C1)C(F)(F)F)Cl)OCC=C(Cl)Cl (3,5-dichloro-1-(3,3-dichloro-2-propenyloxy)-4-(3-(5-(trifluoromethyl)-2-pyridylamino)propyloxy)benzene). Isolated yield 11.7%. RXN SMILES: Br[CH2:2][CH2:3][CH2:4][O:5][C:6]1[C:11]([Cl:12])=[CH:10][C:9]([O:13][CH2:14][CH:15]=[C:16]([Cl:18])[Cl:17])=[CH:8][C:7]=1[Cl:19].[NH2:20][C:21]1[CH:26]=[CH:25][C:24]([C:27]([F:30])([F:29])[F:28])=[CH:23][N:22]=1>>[Cl:19][C:7]1[CH:8]=[C:9]([O:13][CH2:14][CH:15]=[C:16]([Cl:18])[Cl:17])[CH:10]=[C:11]([Cl:12])[C:6]=1[O:5][CH2:4][CH2:3][CH2:2][NH:20][C:21]1[CH:26]=[CH:25][C:24]([C:27]([F:29])([F:28])[F:30])=[CH:23][N:22]=1. Procedure details: A mixture of 1.0 g of 1-(3-bromopropyloxy)-2,6-dichloro-4-(3,3-dichloro-2-propenyloxy)benzene and 4.0 g of 2-amino-5-(trifluoromethyl)pyridine was stirred at 90° C. for 3 hours. The reaction mixture was cooled to room temperature, and subjected to silica gel chromatography, which afforded 0.14 g of 3,5-dichloro-1-(3,3-dichloro-2-propenyloxy)-4-(3-(5-(trifluoromethyl)-2-pyridylamino)propyloxy)benzene (12% yield), nD25.0 1.5525. Starting materials: CN1C=C(C(=C1)C(C1=CC(=CC=C1)Cl)=O)C(=O)OC (methyl 1-methyl-4-(3-chlorobenzoyl)pyrrole-3-carboxylate), CN1C=C(C=C1)C(=O)[O-] (1-methylpyrrole-3-carboxylate). Product: C1(CCCCC1)C(=O)C=1C(=CNC1)C(=O)OC (Methyl 4-cyclohexylcarbonylpyrrole-3-carboxylate). RXN SMILES: C[N:2]1[CH:6]=[C:5]([C:7](=[O:15])[C:8]2[CH:13]=[CH:12][CH:11]=[C:10](Cl)[CH:9]=2)[C:4]([C:16]([O:18][CH3:19])=[O:17])=[CH:3]1.CN1C=CC(C([O-])=O)=C1>>[CH:8]1([C:7]([C:5]2[C:4]([C:16]([O:18][CH3:19])=[O:17])=[CH:3][NH:2][CH:6]=2)=[O:15])[CH2:9][CH2:10][CH2:11][CH2:12][CH2:13]1. Procedure: Belgian Pat. No. 870,910 (published Mar. 29, 1979) generally discloses analogous compounds, specifically examplifying the preparation of methyl 1-methyl-4-(3-chlorobenzoyl)pyrrole-3-carboxylate by Friedel-Crafts acylation of 1-methylpyrrole-3-carboxylate. Reactants: CCOC(=O)c1cc(C2CC2)c2c(C)c(-c3cccc(CBr)c3)ccn2c1=O, CN, C1CCOC1. The product is CCOC(=O)c1cc(C2CC2)c2c(C)c(-c3cccc(CNC)c3)ccn2c1=O. Reaction SMILES: [Br:1][CH2:2][c:3]1[cH:4][c:5](-[c:9]2[cH:10][cH:11][n:12]3[c:13](=[O:28])[c:14]([C:23](=[O:24])[O:25][CH2:26][CH3:27])[cH:15][c:16]([CH:20]4[CH2:21][CH2:22]4)[c:17]3[c:18]2[CH3:19])[cH:6][cH:7][cH:8]1.[CH3:29][NH2:30].[O:31]1[CH2:32][CH2:33][CH2:34][CH2:35]1>>[CH2:2]([c:3]1[cH:4][c:5](-[c:9]2[cH:10][cH:11][n:12]3[c:13](=[O:28])[c:14]([C:23](=[O:24])[O:25][CH2:26][CH3:27])[cH:15][c:16]([CH:20]4[CH2:21][CH2:22]4)[c:17]3[c:18]2[CH3:19])[cH:6][cH:7][cH:8]1)[NH:30][CH3:29]. The reactants are O1C(CCC(=CCCC(C)=O)C)(C1(C)C)C (9,10-epoxy-6,9,10-trimethyl-undec-5-en2-one), C(C)OC(C(P(=O)(O)O)(CC)CC)=O (diethyl phosphonoacetic acid ethyl ester), [Na] (sodium). The solvent is C(C)O (ethyl alcohol), C(C)O (ethanol). Reaction conditions: time 14 hour. The product is C(C)OC(C=C(CCC=C(CCC1(C(C)(C)O1)C)C)C)=O (10,11-epoxy-3,7,10,11-tetramethyl-2,6-dodecadienoic acid ethyl ester). Reaction SMILES: [O:1]1[C:13]([CH3:15])([CH3:14])[C:2]1([CH3:16])[CH2:3][CH2:4][C:5]([CH3:12])=[CH:6][CH2:7][CH2:8]C(=O)C.[CH2:17]([O:19][C:20](=[O:30])[C:21]([CH2:28][CH3:29])(CC)P(O)(O)=O)[CH3:18].[Na]>C(O)C>[CH2:17]([O:19][C:20](=[O:30])[CH:21]=[C:28]([CH3:29])[CH2:8][CH2:7][CH:6]=[C:5]([CH3:12])[CH2:4][CH2:3][C:2]1([CH3:16])[O:1][C:13]1([CH3:15])[CH3:14])[CH3:18] |^1:30|. Reported procedure: To a solution of 25 g. of 9,10-epoxy-6,9,10-trimethyl-undec-5-en2-one and 24.8 g. of diethyl phosphonoacetic acid ethyl ester in 160 ml. of absolute ethanol, there was added dropwise while cooling with ice, a solution containing 2.56 g. of sodium in 65 ml. of absolute ethyl alcohol. The mixture was allowed to stand for 14 hours at room temperature and evaporated subsequently under vacuum. The residue was poured into a saturated aqueous sodium chloride solution, exhaustively extracted with diethy...